This data is from the Open Reaction Database (ORD), a public repository of structured organic reaction records. The task is: describe an organic reaction: reactants, conditions, products, and yield Isolated yield 70.0%. Solvent: CN(C)C=O (DMF). Product: BrC1=C(C=O)C=C(C=C1)OCCN1CCOCC1 (2-bromo-5-(2-morpholinoethoxy)benzaldehyde). As a reaction SMILES: [Br:1][C:2]1[CH:9]=[CH:8][C:7]([OH:10])=[CH:6][C:3]=1[CH:4]=[O:5].Cl.Cl[CH2:13][CH2:14][N:15]1[CH2:20][CH2:19][O:18][CH2:17][CH2:16]1.C([O-])([O-])=O.[K+].[K+]>CN(C=O)C>[Br:1][C:2]1[CH:9]=[CH:8][C:7]([O:10][CH2:13][CH2:14][N:15]2[CH2:20][CH2:19][O:18][CH2:17][CH2:16]2)=[CH:6][C:3]=1[CH:4]=[O:5] |f:1.2,3.4.5|. Reported procedure: To a mixture of 2-bromo-5-hydroxybenzaldehyde (62; 3 g, 15 mmol) and 4-(2-chloroethyl)morpholine hydrochloride (120; 5.6 g, 30 mmol) in DMF (75 mL) was added K2CO3 (10.3 g, 74.6 mmol). After reaction 2 h at 120° C. for 3 h, the reaction mixture was quenched by addition of water and extracted with EtOAc. The organic layer was dried over Na2SO4 and concentrated under reduced pressure. Column chromatography afforded 2-bromo-5-(2-morpholinoethoxy)benzaldehyde 121 (3.3 g, 72%) as a brown solid. The reactants are BrC1=C(C=O)C=C(C=C1)O (2-bromo-5-hydroxybenzaldehyde), Cl.ClCCN1CCOCC1 (4-(2-chloroethyl)morpholine hydrochloride), C(=O)([O-])[O-].[K+].[K+] (K2CO3). The reactants are C(#N)C1=C(C=CC=C1)CN1C2=CC=CC(=C2C=2C(=CC=CC12)OCC(=O)OC)C(N)=O ({9-[(2-cyanophenyl)methyl]-5-carbamoylcarbazol-4-yl}oxyacetic acid, methyl ester), [OH-].[Na+] (NaOH). Solvent: C(C)O (ethanol). The product is C(#N)C1=C(C=CC=C1)CN1C2=CC=CC(=C2C=2C(=CC=CC12)OCC(=O)O)C(N)=O ({9-[(2-cyanophenyl)methyl]-5-carbamoylcarbazol-4-yl}oxyacetic acid). Yield: 100.7%. RXN SMILES: [C:1]([C:3]1[CH:8]=[CH:7][CH:6]=[CH:5][C:4]=1[CH2:9][N:10]1[C:22]2[CH:21]=[CH:20][CH:19]=[C:18]([O:23][CH2:24][C:25]([O:27]C)=[O:26])[C:17]=2[C:16]2[C:11]1=[CH:12][CH:13]=[CH:14][C:15]=2[C:29](=[O:31])[NH2:30])#[N:2].[OH-].[Na+]>C(O)C>[C:1]([C:3]1[CH:8]=[CH:7][CH:6]=[CH:5][C:4]=1[CH2:9][N:10]1[C:22]2[CH:21]=[CH:20][CH:19]=[C:18]([O:23][CH2:24][C:25]([OH:27])=[O:26])[C:17]=2[C:16]2[C:11]1=[CH:12][CH:13]=[CH:14][C:15]=2[C:29](=[O:31])[NH2:30])#[N:2] |f:1.2|. Reported procedure: A suspension of the {9-[(2-cyanophenyl)methyl]-5-carbamoylcarbazol-4-yl}oxyacetic acid, methyl ester (110 mg, 0.266 mM) and 0.29 mL (0.29 mM) of 1 N NaOH in 5 mL of ethanol was sonicated for 2 hours at 25° C. The resultant white precipitate was collected by filtration, washed with small amounts of EtOH, diethyl ether, and hexanes, then dried in vacuo to afford 107 mg (95%) of the {9-[(2-cyanophenyl)methyl]-5-carbamoylcarbazol-4-yl}oxyacetic acid, sodium salt as a white powder. 1H NMR (DMSO-d6) δ... The reactants are 1c, C1(=CC=CC=C1)S(=O)(=O)C=1SC=CC1C=O (2-phenylsulfonylthiophene-3-carbaldehyde), COC(CN1C(=CC2=CC(=CC=C12)F)C)=O ((5-fluoro-2-methylindol-1-yl)acetic acid methyl ester). Yields the product COC(CN1C(=C(C2=CC(=CC=C12)F)CC1=C(SC=C1)S(=O)(=O)C1=CC=CC=C1)C)=O ([5-fluoro-3-(2-benzenesulfonylthiophen-3-ylmethyl)-2-methylindol-1-yl]acetic acid methyl ester). Reaction SMILES: [C:1]1([S:7]([C:10]2[S:11][CH:12]=[CH:13][C:14]=2[CH:15]=O)(=[O:9])=[O:8])[CH:6]=[CH:5][CH:4]=[CH:3][CH:2]=1.[CH3:17][O:18][C:19](=[O:32])[CH2:20][N:21]1[C:29]2[C:24](=[CH:25][C:26]([F:30])=[CH:27][CH:28]=2)[CH:23]=[C:22]1[CH3:31]>>[CH3:17][O:18][C:19](=[O:32])[CH2:20][N:21]1[C:29]2[C:24](=[CH:25][C:26]([F:30])=[CH:27][CH:28]=2)[C:23]([CH2:15][C:14]2[CH:13]=[CH:12][S:11][C:10]=2[S:7]([C:1]2[CH:2]=[CH:3][CH:4]=[CH:5][CH:6]=2)(=[O:8])=[O:9])=[C:22]1[CH3:31]. Procedure details: The title compound was prepared by the method of Preparation 1c using 2-phenylsulfonylthiophene-3-carbaldehyde and (5-fluoro-2-methylindol-1-yl)acetic acid methyl ester. RXN SMILES: [CH3:1][C:2]1([CH3:23])[C:6](=[O:7])[C:5]([C:8]2[CH:13]=[CH:12][CH:11]=[CH:10][CH:9]=2)=[C:4]([C:14]2[CH:19]=[CH:18][C:17]([S:20][CH3:21])=[CH:16][C:15]=2[F:22])[O:3]1.[OH2:24].OOS([O-])=O.[K+].C[OH:32]>>[CH3:1][C:2]1([CH3:23])[C:6](=[O:7])[C:5]([C:8]2[CH:9]=[CH:10][CH:11]=[CH:12][CH:13]=2)=[C:4]([C:14]2[CH:19]=[CH:18][C:17]([S:20]([CH3:21])(=[O:32])=[O:24])=[CH:16][C:15]=2[F:22])[O:3]1 |f:2.3|. Reactants: TBF, O (water), OOS(=O)[O-].[K+] (OXONE), CC1(OC(=C(C1=O)C1=CC=CC=C1)C1=C(C=C(C=C1)SC)F)C (2,2-dimethyl-5-{2-fluoro-4-(methylthio)phenyl}-4-phenyl-3(2H)-furanone), CO (methanol). Reaction conditions: time 8 hour. The product is CC1(OC(=C(C1=O)C1=CC=CC=C1)C1=C(C=C(C=C1)S(=O)(=O)C)F)C (2,2-dimethyl-5-{2-fluoro-4-(methylsulfonyl)phenyl}-4-phenyl-3(2H)-furanone). Reported procedure: 305 mg of 2,2-dimethyl-5-{2-fluoro-4-(methylthio)phenyl}-4-phenyl-3(2H)-furanone (Example 314) was dissolved in 30 ml methanol, 20 ml TBF and 20 ml water, to which 1.4 g of OXONE was added. The reaction mixture was stirred overnight at room temperature. Then the solvent was removed in vacuo and the resulting residue was extracted with 50 ml water and dichloromethane (30 ml×3). The organic layer was concentrated under reduced pressure and then was purified by column chromatography (hexane/acetate... The product is FC(CN1N=CC(=C(C1=O)OCC(C)C)C1=CC=C(C=C1)SC)(F)F (2-(2,2,2-trifluoroethyl)-4-(2-methylpropoxy)-5-[4-(methylthio)phenyl]-3(2H)-pyridazinone). RXN SMILES: [F:1][C:2]([F:21])([F:20])[CH2:3][N:4]1[C:9](=[O:10])[C:8]([OH:11])=[C:7]([C:12]2[CH:17]=[CH:16][C:15]([S:18][CH3:19])=[CH:14][CH:13]=2)[CH:6]=[N:5]1>CC(C)CO>[F:21][C:2]([F:1])([F:20])[CH2:3][N:4]1[C:9](=[O:10])[C:8]([O:11][CH2:6][CH:7]([CH3:12])[CH3:8])=[C:7]([C:12]2[CH:17]=[CH:16][C:15]([S:18][CH3:19])=[CH:14][CH:13]=2)[CH:6]=[N:5]1. The solvent is CC(CO)C (2-methyl-1-propanol). Starting materials: FC(CN1N=CC(=C(C1=O)O)C1=CC=C(C=C1)SC)(F)F (2-(2,2,2-Trifluoroethyl)-4-hydroxy-5-[4-(methylthio)phenyl]-3(2H)-pyridazinone). Reported procedure: The intermediate, 2-(2,2,2-trifluoroethyl)-4-hydroxy-5-[4-(methylthio)phenyl]-3(2H)-pyridazinone prepared in Example 90C was reacted with 2-methyl-1-propanol to provide 2-(2,2,2-trifluoroethyl)-4-(2-methylpropoxy)-5-[4-(methylthio)phenyl]-3(2H)-pyridazinone according to the method of Example 90D.